Dataset: the Open Reaction Database (ORD), a public repository of structured organic reaction records. Task: describe an organic reaction: reactants, conditions, products, and yield Reactants: COC1=CC=C2C(C(NC2=C1)=O)(C)C (6-Methoxy-3,3-dimethyl-1,3-dihydro-indol-2-one), [H-].[Na+] (NaH), IC (Iodomethane). Solvent: CCOC(=O)C (EtOAc), C1CCOC1 (THF). Conditions: time 15 minute. The product is COC1=CC=C2C(C(N(C2=C1)C)=O)(C)C (6-Methoxy-1,3,3-trimethyl-1,3-dihydro-indol-2-one). As a reaction SMILES: [CH3:1][O:2][C:3]1[CH:11]=[C:10]2[C:6]([C:7]([CH3:14])([CH3:13])[C:8](=[O:12])[NH:9]2)=[CH:5][CH:4]=1.[H-].[Na+].I[CH3:18]>C1COCC1.CCOC(C)=O>[CH3:1][O:2][C:3]1[CH:11]=[C:10]2[C:6]([C:7]([CH3:14])([CH3:13])[C:8](=[O:12])[N:9]2[CH3:18])=[CH:5][CH:4]=1 |f:1.2|. Reported procedure: To a cooled solution (−5°−0° C.) of 6-methoxy-3,3-dimethyl-1,3-dihydro-indol-2-one (600 mg, 3.14 mmol, example 78) in THF (10.5 mL) is added 60% NaH (132 mg, 3.30 mmol) and is stirred for 15 min. Iodomethane (215 μL, 3.45 mmol) is added to the reaction mixture and stirred for 2 hrs. Quenched reaction with sat NH4Cl soln and diluted with EtOAc. Washed organic layer with sat NH4Cl soln, brine, dried over MgSO4 and concentrated. The residue is purified by flash chromatography (silica, 30% ethyl ace... Reactants: O=C1CCCC=2C=CC=NC12 (8-oxo-5,6,7,8-tetrahydroquinoline), Cl.NO (hydroxylamine hydrochloride), C(C)(=O)[O-].[Na+] (sodium acetate). The solvent is C(C)O.O (ethanol water), O (water). The product is N(O)=C1CCCC=2C=CC=NC12 (8-Oximino-5,6,7,8-tetrahydroquinoline). Isolated yield 79.7%. RXN SMILES: O=[C:2]1[C:11]2[N:10]=[CH:9][CH:8]=[CH:7][C:6]=2[CH2:5][CH2:4][CH2:3]1.Cl.[NH2:13][OH:14].C([O-])(=O)C.[Na+]>C(O)C.O.O>[N:13](=[C:2]1[C:11]2[N:10]=[CH:9][CH:8]=[CH:7][C:6]=2[CH2:5][CH2:4][CH2:3]1)[OH:14] |f:1.2,3.4,5.6|. Procedure: A solution of 2.22 g of 8-oxo-5,6,7,8-tetrahydroquinoline, 2.1 g of hydroxylamine hydrochloride, and 4.1 g of sodium acetate in 15 mL of 3:1 ethanol-water was heated at 70° C. for 1 h. The reaction mixture was then diluted with water and extracted with dichloromethane. Evaporation of the extracts gave 1.95 g of product which was pure enough by NMR to be used in the next step. The reactants are [H-] (hydride), C1(CCCCCCCCCCC1)O (cyclododecanol), C(C1=CC=CC=C1)Cl (benzyl chloride). Reaction conditions: temperature 125 celsius. The product is C1(=CC=CC=C1)COC1CCCCCCCCCCC1 (Phenylmethoxycyclododecane). RXN SMILES: [H-].[CH:2]1([OH:14])[CH2:13][CH2:12][CH2:11][CH2:10][CH2:9][CH2:8][CH2:7][CH2:6][CH2:5][CH2:4][CH2:3]1.[CH2:15](Cl)[C:16]1[CH:21]=[CH:20][CH:19]=[CH:18][CH:17]=1>>[C:16]1([CH2:15][O:14][CH:2]2[CH2:13][CH2:12][CH2:11][CH2:10][CH2:9][CH2:8][CH2:7][CH2:6][CH2:5][CH2:4][CH2:3]2)[CH:21]=[CH:20][CH:19]=[CH:18][CH:17]=1. Reported procedure: The hydride was mixed, under an argon atmosphere and by mechanical stirring, with cyclododecanol (130.0 g. 0.71 mol) and benzyl chloride (650.0 g, 5.14 mol). The reaction mixture was heated to 125° C. The mixture became very viscous when the temperature reached between 60° and 70° C. A mild exotherm was observed at about 100° C. which resulted in a marked viscosity decrease. If an efficient reflux condenser is not used, some external cooling may be necessary during the mild exotherm. The interna... Reactants: [OH-].[Na+] (NaOH), NC(=N)N (guanidine), ClC1=NC(=NC(=N1)CC1=C(C=CC=C1Cl)Cl)NC1=CC=C(C#N)C=C1 (4-[[4-chloro-6-[(2,6-dichlorophenyl)methyl]-1,3,5-triazin-2-yl]-amino]benzonitrile). Solvent: O1CCOCC1 (1,4-dioxane). Run at time 5 minute. The product is C(#N)C1=CC=C(C=C1)NC1=NC(=NC(=N1)CC1=C(C=CC=C1Cl)Cl)NC(=N)N (N-[4-[(4-cyanophenyl)amino]-6-[(2,6-dichlorophenyl)methyl]-1,3,5-triazin-2-yl]-guanidine). Yield: 64.3%. RXN SMILES: [OH-].[Na+].[NH2:3][C:4]([NH2:6])=[NH:5].Cl[C:8]1[N:13]=[C:12]([CH2:14][C:15]2[C:20]([Cl:21])=[CH:19][CH:18]=[CH:17][C:16]=2[Cl:22])[N:11]=[C:10]([NH:23][C:24]2[CH:31]=[CH:30][C:27]([C:28]#[N:29])=[CH:26][CH:25]=2)[N:9]=1>O1CCOCC1>[C:28]([C:27]1[CH:30]=[CH:31][C:24]([NH:23][C:10]2[N:11]=[C:12]([CH2:14][C:15]3[C:20]([Cl:21])=[CH:19][CH:18]=[CH:17][C:16]=3[Cl:22])[N:13]=[C:8]([NH:5][C:4]([NH2:6])=[NH:3])[N:9]=2)=[CH:25][CH:26]=1)#[N:29] |f:0.1|. Procedure details: NaOH (0.0128 mol), 1,4-dioxane (5 ml), and guanidine (0.0128 mol) were combined and stirred at RT for 5 minutes under argon. Then, intermediate (27) (0.00128 mol) was added and the reaction mixture was stirred at RT for 16 hours. The reaction mixture was quenched with H2O, and stirred. The resulting precipitate was filtered off and the residue was stirred in refluxing methanol, cooled, and filtered, yielding 0.34 g (64.3%) of N-[4-[(4-cyanophenyl)amino]-6-[(2,6-dichlorophenyl)methyl]-1,3,5-triaz... Starting materials: Cc1ccc(C2CCNCC2)cc1NC(=O)C(C)C, CC(=O)c1cccc(OC(CCCl)c2ccccc2)c1. Yields the product CC(=O)c1cccc(OC(CCN2CCC(c3ccc(C)c(NC(=O)C(C)C)c3)CC2)c2ccccc2)c1. Reaction SMILES: [CH3:21][CH:22]([C:23](=[O:24])[NH:25][c:26]1[c:27]([CH3:38])[cH:28][cH:29][c:30]([CH:32]2[CH2:33][CH2:34][NH:35][CH2:36][CH2:37]2)[cH:31]1)[CH3:39].[Cl:1][CH2:2][CH2:3][CH:4]([c:5]1[cH:6][cH:7][cH:8][cH:9][cH:10]1)[O:11][c:12]1[cH:13][c:14]([C:18]([CH3:19])=[O:20])[cH:15][cH:16][cH:17]1>>[CH2:2]([CH2:3][CH:4]([c:5]1[cH:6][cH:7][cH:8][cH:9][cH:10]1)[O:11][c:12]1[cH:13][c:14]([C:18]([CH3:19])=[O:20])[cH:15][cH:16][cH:17]1)[N:35]1[CH2:34][CH2:33][CH:32]([c:30]2[cH:29][cH:28][c:27]([CH3:38])[c:26]([NH:25][C:23]([CH:22]([CH3:21])[CH3:39])=[O:24])[cH:31]2)[CH2:37][CH2:36]1. Starting materials: C(C1=CC=CC=C1)(C1=CC=CC=C1)(C1=CC=CC=C1)NC=1SC=C(N1)/C(/C(=O)NC1[C@@H]2N(C(=C(CS2)C=CCI)C(=O)OC(C2=CC=CC=C2)C2=CC=CC=C2)C1=O)=N/OC (diphenylmethyl 7-[(Z)-2-(2-tritylaminothiazol-4-yl)-2-methoxyiminoacetamido]-3-(3-iodo-1-propen-1-yl)-3-cephem-4-carboxylate), NC=1C=NC=CC1 (3-aminopyridine). The solvent is C(Cl)Cl (methylene chloride). Run at time 1.5 hour. Yields the product NC=1SC=C(N1)/C(/C(=O)NC1[C@@H]2N(C(=C(CS2)\C=C\C[N+]2=CC(=CC=C2)N)C(=O)[O-])C1=O)=N/OC (7-[(Z)-2-(2-Aminothiazol-4-yl)-2-methoxyiminoacetamido]-3-[(E)-3-(3-aminopyridinio)-1-propen-1-yl]-3-cephem-4-carboxylate). Yield: 9.2%. As a reaction SMILES: C([NH:20][C:21]1[S:22][CH:23]=[C:24](/[C:26](=[N:59]/[O:60][CH3:61])/[C:27]([NH:29][CH:30]2[C:57](=[O:58])[N:32]3[C:33]([C:41]([O:43]C(C4C=CC=CC=4)C4C=CC=CC=4)=[O:42])=[C:34]([CH:37]=[CH:38][CH2:39]I)[CH2:35][S:36][C@H:31]23)=[O:28])[N:25]=1)(C1C=CC=CC=1)(C1C=CC=CC=1)C1C=CC=CC=1.[NH2:62][C:63]1[CH:64]=[N:65][CH:66]=[CH:67][CH:68]=1>C(Cl)Cl>[NH2:20][C:21]1[S:22][CH:23]=[C:24](/[C:26](=[N:59]/[O:60][CH3:61])/[C:27]([NH:29][CH:30]2[C:57](=[O:58])[N:32]3[C:33]([C:41]([O-:43])=[O:42])=[C:34](/[CH:37]=[CH:38]/[CH2:39][N+:65]4[CH:66]=[CH:67][CH:68]=[C:63]([NH2:62])[CH:64]=4)[CH2:35][S:36][C@H:31]23)=[O:28])[N:25]=1. Procedure details: A mixture of diphenylmethyl 7-[(Z)-2-(2-tritylaminothiazol-4-yl)-2-methoxyiminoacetamido]-3-(3-iodo-1-propen-1-yl)-3-cephem-4-carboxylate (X-1, 738 mg, 0.8 mmole) and 3-aminopyridine (113 mg, 1.2 mmole) in methylene chloride (15 ml) was stirred at room temperature for 1.5 hours and then concentrated under reduced pressure. The residue was triturated with diisopropyl ether and treated with a mixture of 90% trifluoroacetic acid (TFA) (8 ml) and anisole (1.6 ml) at room temperature for 1 hour, and ...